Dataset: the Open Reaction Database (ORD), a public repository of structured organic reaction records. Task: describe an organic reaction: reactants, conditions, products, and yield Solvent: C(C)O (ethanol). The product is ClC=1C=C(C=CC1)CCNC(=O)C=1N=C(OC1)CN (2-Aminomethyl-oxazole-4-carboxylic acid [2-(3-chloro-phenyl)-ethyl]-amide). Reaction conditions: time 12 hour. Procedure: 2-(1,3-Dioxo-1,3-dihydro-isoindol-2-ylmethyl)-oxazole-4-carboxylic acid [2-(3-chloro-phenyl)-ethyl]-amide (0.75 g, 1.8 mmol) was dissolved in ethanol (5 mL). Hydrazine monohydrate (0.44 mL, 9.2 mmol) was added. The mixture was stirred for 12 hours. A white precipitate formed during the course of the reaction. The mixture was filtered and the solid was washed with methanol. The filtrate was reduced in vacuo to afford the title compound: 1H NMR (400 MHz, d6-DMSO): 8.46 (s, 1H), 8.27 (t, 1H), 7.27 ... Starting materials: ClC=1C=C(C=CC1)CCNC(=O)C=1N=C(OC1)CN1C(C2=CC=CC=C2C1=O)=O (2-(1,3-Dioxo-1,3-dihydro-isoindol-2-ylmethyl)-oxazole-4-carboxylic acid [2-(3-chloro-phenyl)-ethyl]-amide), O.NN (Hydrazine monohydrate). RXN SMILES: [Cl:1][C:2]1[CH:3]=[C:4]([CH2:8][CH2:9][NH:10][C:11]([C:13]2[N:14]=[C:15]([CH2:18][N:19]3C(=O)C4C(=CC=CC=4)C3=O)[O:16][CH:17]=2)=[O:12])[CH:5]=[CH:6][CH:7]=1.O.NN>C(O)C>[Cl:1][C:2]1[CH:3]=[C:4]([CH2:8][CH2:9][NH:10][C:11]([C:13]2[N:14]=[C:15]([CH2:18][NH2:19])[O:16][CH:17]=2)=[O:12])[CH:5]=[CH:6][CH:7]=1 |f:1.2|. Starting materials: C(C)(C)(C)OC(CC1(CCCC1)C1=CC=C(C=C1)N(C)C(CC1=CC(=C(C=C1)NC(=O)NC1=C(C=CC=C1)C)OC)=O)=O ([1-{4-[{2-[3-Methoxy-4-[3-o-tolyl-ureido]-phenyl]-acetyl}-methyl-amino]-phenyl}-cyclopentyl]-acetic acid tert-butyl ester), FC(C(=O)O)(F)F (trifluoroacetic acid), ClCCl (dichloromethane). Solvent: O (water). Conditions: time 1.5 hour. Yields the product COC=1C=C(C=CC1NC(=O)NC1=C(C=CC=C1)C)CC(=O)N(C1=CC=C(C=C1)C1(CCCC1)CC(=O)O)C ([1-{4-[{2-[3-Methoxy-4-[3-o-tolyl-ureido]-phenyl]-acetyl}-methyl-amino]-phenyl}-cyclopentyl]-acetic acid). Yield: 79.9%. As a reaction SMILES: C([O:5][C:6](=[O:43])[CH2:7][C:8]1([C:13]2[CH:18]=[CH:17][C:16]([N:19]([C:21](=[O:42])[CH2:22][C:23]3[CH:28]=[CH:27][C:26]([NH:29][C:30]([NH:32][C:33]4[CH:38]=[CH:37][CH:36]=[CH:35][C:34]=4[CH3:39])=[O:31])=[C:25]([O:40][CH3:41])[CH:24]=3)[CH3:20])=[CH:15][CH:14]=2)[CH2:12][CH2:11][CH2:10][CH2:9]1)(C)(C)C.FC(F)(F)C(O)=O.ClCCl>O>[CH3:41][O:40][C:25]1[CH:24]=[C:23]([CH2:22][C:21]([N:19]([CH3:20])[C:16]2[CH:17]=[CH:18][C:13]([C:8]3([CH2:7][C:6]([OH:43])=[O:5])[CH2:12][CH2:11][CH2:10][CH2:9]3)=[CH:14][CH:15]=2)=[O:42])[CH:28]=[CH:27][C:26]=1[NH:29][C:30]([NH:32][C:33]1[CH:38]=[CH:37][CH:36]=[CH:35][C:34]=1[CH3:39])=[O:31]. Reported procedure: [1-{4-[{2-[3-Methoxy-4-[3-o-tolyl-ureido]-phenyl]-acetyl}-methyl-amino]-phenyl}-cyclopentyl]-acetic acid tert-butyl ester [0.18 g, Reference Example 8(b)] was treated with a mixture of trifluoroacetic acid (6 mL), dichloromethane (1.2 mL) and water (0.75 mL)and the resulting solution was then stirred at room temperature, under argon, for 1.5 hours. The amber coloured reaction mixture was evaporated and the residue was chased twice with toluene (20 mL) to yield an amber gum. This gum was triturat... The reactants are BrC=1C(=CC(=NC1)C(=O)O)C(=O)O (5-bromo-2,4-pyridinedicarboxylic acid), [OH-].[Na+] (sodium hydroxide). Reagents/catalysts: S(=O)(=O)([O-])[O-].[Cu+2] (copper sulfate). Reaction conditions: temperature 165 celsius, time 20 hour. Yields the product OC=1C(=CC(=NC1)C(=O)O)C(=O)O (5-hydroxy-2,4-pyridinedicarboxylic acid). As a reaction SMILES: Br[C:2]1[C:3]([C:11]([OH:13])=[O:12])=[CH:4][C:5]([C:8]([OH:10])=[O:9])=[N:6][CH:7]=1.[OH-:14].[Na+]>S([O-])([O-])(=O)=O.[Cu+2]>[OH:14][C:2]1[C:3]([C:11]([OH:13])=[O:12])=[CH:4][C:5]([C:8]([OH:10])=[O:9])=[N:6][CH:7]=1 |f:1.2,3.4|. Reported procedure: A mixture of 500 mg of 5-bromo-2,4-pyridinedicarboxylic acid from Example 2, 20 ml of 10 N aqueous sodium hydroxide solution and 250 mg of copper sulfate is heated at 165° C. in an autoclave for 4 hours. After cooling, the copper salt is filtered off with suction, the pH is brought to 1 with concentrated hydrochloric acid and the solution is evaporated. The solid is heated in a little methanol, the salts are filtered off and the solution is left to stand at 0° C. for 20 hours. The solid which ha...